From a dataset of the Open Reaction Database (ORD), a public repository of structured organic reaction records. describe an organic reaction: reactants, conditions, products, and yield Yields the product C(C)(=O)OC[C@](CCC=1N(C=CC1)C)(C)NC(C)=O ((2R)-1-acetoxy-2-acetylamino-2-methyl-4-(1-methylpyrrol-2-yl)butane). RXN SMILES: [C:1]([O:4][CH2:5][C@@:6]([NH:40][C:41](=[O:43])[CH3:42])([CH3:39])[CH2:7][CH2:8][C:9]1[N:10]([CH3:38])[C:11](C(OC(=O)CCCC2C=CC(C)=CC=2)=CCCC2C=CC(C)=CC=2)=[CH:12][CH:13]=1)(=[O:3])[CH3:2].C(C1C=CC(CCCC(O)=O)=CC=1)(C)(C)C>>[C:1]([O:4][CH2:5][C@@:6]([NH:40][C:41](=[O:43])[CH3:42])([CH3:39])[CH2:7][CH2:8][C:9]1[N:10]([CH3:38])[CH:11]=[CH:12][CH:13]=1)(=[O:3])[CH3:2]. The reactants are C(C)(=O)OC[C@](CCC=1N(C(=CC1)C(=CCCC1=CC=C(C=C1)C)OC(CCCC1=CC=C(C=C1)C)=O)C)(C)NC(C)=O ((2R)-1-Acetoxy-2-acetylamino-2-methyl-4-{1-methyl-5-[4-(4-methylphenyl)-1-(4-(4-methylphenyl)butanoyloxy)but-1-enyl]pyrrol-2-yl}butane), C(C)(C)(C)C1=CC=C(C=C1)CCCC(=O)O (4-(4-t-butylphenyl)butyric acid). Reported procedure: The reaction was carried out in the similar manner to (1a) using 4-(4-t-butylphenyl)butyric acid obtained in Reference example 7 and (2R)-1-acetoxy-2-acetylamino-2-methyl-4-(1-methylpyrrol-2-yl)butane obtained in Reference example 1 to obtain the title compound (yield: 59%). Reactants: O (Water), C(C)(=O)OC1=C(C(=C(C=C1C)O)OC)OC (4-acetoxy-2,3-dimethoxy-5-methylphenol), C(C(C)=C)Cl (methallyl chloride), C([O-])([O-])=O.[K+].[K+] (potassium carbonate). Run in CN(C=O)C (N,N-dimethylformamide). Product: C(C)(=O)OC1=C(C(=C(C=C1C)CC(=C)C)OC)OC (1-Acetoxy-2,3-dimethoxy-6-methyl-4-(2-methyl-2-propenyl)benzene). Yield: 84.0%. RXN SMILES: [C:1]([O:4][C:5]1[C:10]([CH3:11])=[CH:9][C:8](O)=[C:7]([O:13][CH3:14])[C:6]=1[O:15][CH3:16])(=[O:3])[CH3:2].[CH2:17](Cl)[C:18](=[CH2:20])[CH3:19].C(=O)([O-])[O-].[K+].[K+].O>CN(C)C=O>[C:1]([O:4][C:5]1[C:10]([CH3:11])=[CH:9][C:8]([CH2:19][C:18]([CH3:20])=[CH2:17])=[C:7]([O:13][CH3:14])[C:6]=1[O:15][CH3:16])(=[O:3])[CH3:2] |f:2.3.4|. Procedure details: A suspension (200 ml) of 4-acetoxy-2,3-dimethoxy-5-methylphenol (26 g), methallyl chloride (13 ml) and potassium carbonate (18 g) in N,N-dimethylformamide was stirred under an atmosphere of argon at 65° C. for 15 hours. Water was added to the reaction mixture, and the mixture was extracted with ethyl acetate. The extract was washed with saturated brine and dried over anhydrous magnesium sulfate, and the solvent was evaporated under reduced pressure. The residue was purified by column chromatogra...